This data is from the Open Reaction Database (ORD), a public repository of structured organic reaction records. The task is: describe an organic reaction: reactants, conditions, products, and yield The reactants are C(C)(C)[N-]C(C)C.[Li+] (Lithium diisopropylamide), C1(=CC=CC=C1)S(=O)(=O)N1C=CC2=C1N=C(N=C2Cl)Cl (7-benzenesulfonyl-2,4-dichloro-7H-pyrrolo[2,3-d]pyrimidine), CC(=O)C (acetone). The solvent is C1CCOC1 (THF). Run at temperature -78 celsius, time 90 minute. Yields the product C1(=CC=CC=C1)S(=O)(=O)N1C(=CC2=C1N=C(N=C2Cl)Cl)C(C)(C)O (2-(7-benzenesulfonyl-2,4-dichloro-7H-pyrrolo[2,3-d]pyrimidin-6-yl)-propan-2-ol). Reaction SMILES: C([N-]C(C)C)(C)C.[Li+].[C:9]1([S:15]([N:18]2[C:22]3[N:23]=[C:24]([Cl:28])[N:25]=[C:26]([Cl:27])[C:21]=3[CH:20]=[CH:19]2)(=[O:17])=[O:16])[CH:14]=[CH:13][CH:12]=[CH:11][CH:10]=1.[CH3:29][C:30]([CH3:32])=[O:31]>C1COCC1>[C:9]1([S:15]([N:18]2[C:22]3[N:23]=[C:24]([Cl:28])[N:25]=[C:26]([Cl:27])[C:21]=3[CH:20]=[C:19]2[C:30]([OH:31])([CH3:32])[CH3:29])(=[O:16])=[O:17])[CH:10]=[CH:11][CH:12]=[CH:13][CH:14]=1 |f:0.1|. Procedure: Lithium diisopropylamide (2 mL, 4.0 mmol, 2 M in THF) was added dropwise to a solution of 7-benzenesulfonyl-2,4-dichloro-7H-pyrrolo[2,3-d]pyrimidine (656 mg, 2.0 mmol) in anhydrous THF (15 mL) at −78° C. The resulting solution was stirred at −78° C. for 90 min, then acetone (0.4 mL, 5.5 mmol) was added and the reaction mixture was stirred at −78° C. for 30 min. The reaction mixture was quenched with saturated aqueous ammonium chloride and extracted with ethyl acetate. The combined organic extrac... The reactants are 41a, [N+](=O)([O-])C1=C(C(N)=NO)C=CC=C1 (2-nitrobenzamidoxime), ClC(=O)OCC (ethyl chloroformate). Solvent: N1=CC=CC=C1 (pyridine). Yields the product [N+](=O)([O-])C1=C(C=CC=C1)C1=NOC(N1)=O (3-(2-nitrophenyl)-1,2,4-oxadiazolin-5-one). RXN SMILES: [N+:1]([C:4]1[CH:13]=[CH:12][CH:11]=[CH:10][C:5]=1[C:6](=[N:8][OH:9])[NH2:7])([O-:3])=[O:2].Cl[C:15](OCC)=[O:16]>N1C=CC=CC=1>[N+:1]([C:4]1[CH:13]=[CH:12][CH:11]=[CH:10][C:5]=1[C:6]1[NH:7][C:15](=[O:16])[O:9][N:8]=1)([O-:3])=[O:2]. Procedure details: The reactions of Equation 41 above can be run by methods known in the art. Thus, in reaction 41a, 2-nitrobenzamidoxime LII is reacted with ethyl chloroformate in excess pyridine at 0° to 100° C. for about 1 hour to form a 3-(2-nitrophenyl)-1,2,4-oxadiazolin-5-one of Formula (LIV), according to the teachings of A. R. Katritzky et al., Tetrahedron, 21, 1681 (1965). In reaction 41b, LIV is reacted with excess phosphorus oxychloride or phosphorus oxybromide with pyridine catalyst at 25° to 100° C. f... Reactants: C1(=CC=CC=C1)S(=O)(=O)N1C(=CC=2C1=NC=CC2)C(=CC2CC1(OCCO1)CC2)OS(=O)(=O)C2=CC=C(C=C2)C (toluene-4-sulfonic acid 1-(1-benzenesulfonyl-1H-pyrrolo[2,3-b]pyridin-2-yl)-2-(1,4-dioxa-spiro[4.4]non-7-yl)-vinyl ester), CS(=O)(=O)C1=CC=C(C=C1)B(O)O (4-(methanesulfonyl)phenylboronic acid), C([O-])([O-])=O.[Na+].[Na+] (sodium carbonate). Reagents/catalysts: Cl[Pd]([P](C1=CC=CC=C1)(C2=CC=CC=C2)C3=CC=CC=C3)([P](C4=CC=CC=C4)(C5=CC=CC=C5)C6=CC=CC=C6)Cl (dichlorobis(triphenylphosphine)palladium). Solvent: C(C)(=O)OCC (ethyl acetate), O1CCOCC1 (dioxane). Yields the product C1(=CC=CC=C1)S(=O)(=O)N1C(=CC=2C1=NC=CC2)\C(=C/C2CC1(OCCO1)CC2)\C2=CC=C(C=C2)S(=O)(=O)C ((Z)-1-benzenesulfonyl-2-[2-(1,4-dioxa-spiro[4.4]non-7-yl)-1-(4-methanesulfonyl-phenyl)-vinyl]-1H-pyrrolo[2,3-b]pyridine). Yield: 82.4%. As a reaction SMILES: [C:1]1([S:7]([N:10]2[C:14]3=[N:15][CH:16]=[CH:17][CH:18]=[C:13]3[CH:12]=[C:11]2[C:19](OS(C2C=CC(C)=CC=2)(=O)=O)=[CH:20][CH:21]2[CH2:29][CH2:28][C:23]3([O:27][CH2:26][CH2:25][O:24]3)[CH2:22]2)(=[O:9])=[O:8])[CH:6]=[CH:5][CH:4]=[CH:3][CH:2]=1.[CH3:41][S:42]([C:45]1[CH:50]=[CH:49][C:48](B(O)O)=[CH:47][CH:46]=1)(=[O:44])=[O:43].C(=O)([O-])[O-].[Na+].[Na+]>O1CCOCC1.C(OCC)(=O)C.Cl[Pd](Cl)([P](C1C=CC=CC=1)(C1C=CC=CC=1)C1C=CC=CC=1)[P](C1C=CC=CC=1)(C1C=CC=CC=1)C1C=CC=CC=1>[C:1]1([S:7]([N:10]2[C:14]3=[N:15][CH:16]=[CH:17][CH:18]=[C:13]3[CH:12]=[C:11]2/[C:19](/[C:48]2[CH:49]=[CH:50][C:45]([S:42]([CH3:41])(=[O:44])=[O:43])=[CH:46][CH:47]=2)=[CH:20]\[CH:21]2[CH2:29][CH2:28][C:23]3([O:24][CH2:25][CH2:26][O:27]3)[CH2:22]2)(=[O:9])=[O:8])[CH:2]=[CH:3][CH:4]=[CH:5][CH:6]=1 |f:2.3.4,^1:74,93|. Procedure details: To a mixture of toluene-4-sulfonic acid 1-(1-benzenesulfonyl-1H-pyrrolo[2,3-b]pyridin-2-yl)-2-(1,4-dioxa-spiro[4.4]non-7-yl)-vinyl ester (1 g, 1.72 mmol), 4-(methanesulfonyl)phenylboronic acid (862 mg, 4.31 mmol) and dichlorobis(triphenylphosphine)palladium (II) (121 mg, 0.17 mmol) in dioxane (10 mL) was added an aqueous sodium carbonate solution (2 M, 2.15 mL). The resulting mixture was subjected to microwave irradiation for 4 h at 100° C. The mixture was diluted with ethyl acetate (100 mL), wa... Reactants: CO, [Cl-], [Fe], O=C(Cc1ccccc1)N1CCCC1c1nc(-c2ccc([N+](=O)[O-])cc2)c[nH]1, [NH4+], C1CCOC1, O. Yields the product Nc1ccc(-c2c[nH]c(C3CCCN3C(=O)Cc3ccccc3)n2)cc1. Reaction SMILES: [CH3:29][OH:30].[Cl-:36].[Fe:39].[N+:1]([O-:2])(=[O:3])[c:4]1[cH:5][cH:6][c:7](-[c:10]2[n:11][c:12]([CH:15]3[N:16]([C:20]([CH2:21][c:22]4[cH:23][cH:24][cH:25][cH:26][cH:27]4)=[O:28])[CH2:17][CH2:18][CH2:19]3)[nH:13][cH:14]2)[cH:8][cH:9]1.[NH4+:37].[O:31]1[CH2:32][CH2:33][CH2:34][CH2:35]1.[OH2:38]>>[NH2:1][c:4]1[cH:5][cH:6][c:7](-[c:10]2[n:11][c:12]([CH:15]3[N:16]([C:20]([CH2:21][c:22]4[cH:23][cH:24][cH:25][cH:26][cH:27]4)=[O:28])[CH2:17][CH2:18][CH2:19]3)[nH:13][cH:14]2)[cH:8][cH:9]1. The reactants are CC(C)C(C)N, CSC(Nc1cc(C(F)(F)F)cc(C(F)(F)F)c1)=C(C#N)S(=O)(=O)c1ccc(Cl)cc1. The product is CC(C)C(C)NC(Nc1cc(C(F)(F)F)cc(C(F)(F)F)c1)=C(C#N)S(=O)(=O)c1ccc(Cl)cc1. RXN SMILES: [CH3:32][CH:33]([CH:34]([CH3:35])[CH3:36])[NH2:37].[F:1][C:2]([c:3]1[cH:4][c:5]([NH:13][C:14](=[C:15]([C:16]#[N:17])[S:18](=[O:19])(=[O:20])[c:21]2[cH:22][cH:23][c:24]([Cl:27])[cH:25][cH:26]2)[S:28][CH3:29])[cH:6][c:7]([C:9]([F:10])([F:11])[F:12])[cH:8]1)([F:30])[F:31]>>[F:1][C:2]([c:3]1[cH:4][c:5]([NH:13][C:14](=[C:15]([C:16]#[N:17])[S:18](=[O:19])(=[O:20])[c:21]2[cH:22][cH:23][c:24]([Cl:27])[cH:25][cH:26]2)[NH:37][CH:33]([CH3:32])[CH:34]([CH3:35])[CH3:36])[cH:6][c:7]([C:9]([F:10])([F:11])[F:12])[cH:8]1)([F:30])[F:31]. The yield is 83.0%. RXN SMILES: [CH3:1][O:2][C:3]1[CH:4]=[C:5]2[C:10](=[C:11]([CH:13]=[CH2:14])[CH:12]=1)[C:9](=[O:15])[CH2:8][CH2:7][C:6]2([CH3:17])[CH3:16].[N+](=[CH2:20])=[N-].C(OCC)(=O)C>C(OCC)C.CCCCCC.C([O-])(=O)C.[Pd+2].C([O-])(=O)C>[CH:13]1([C:11]2[CH:12]=[C:3]([O:2][CH3:1])[CH:4]=[C:5]3[C:10]=2[C:9](=[O:15])[CH2:8][CH2:7][C:6]3([CH3:17])[CH3:16])[CH2:20][CH2:14]1 |f:5.6.7|. Solvent: CCOCC (ether), C(C)OCC (diethyl ether), CCCCCC (hexane). Product: C1(CC1)C=1C=C(C=C2C(CCC(C12)=O)(C)C)OC (8-Cyclopropyl-6-methoxy-4,4-dimethyl-3,4-dihydro-2H-naphthalen-1-one). Starting materials: C(C)(=O)OCC (ethyl acetate), [N+](=[N-])=C (diazomethane), COC=1C=C2C(CCC(C2=C(C1)C=C)=O)(C)C (6-methoxy-4,4-dimethyl-8-vinyl-3,4-dihydro-2H-naphthalen-1-one), COC=1C=C2C(CCC(C2=C(C1)C=C)=O)(C)C (6-methoxy-4,4-dimethyl-8-vinyl-3,4-dihydro-2H-naphthalen-1-one). The reagents and catalysts are C(C)(=O)[O-].[Pd+2].C(C)(=O)[O-] (palladium(II) acetate). Procedure: A stirred, cooled (−40° C.) solution of 6-methoxy-4,4-dimethyl-8-vinyl-3,4-dihydro-2H-naphthalen-1-one (Intermediate 155, 51.7 g, 7.4 mmol) in diethyl ether (10 mL) was treated with a solution of diazomethane in ether (40 mmol in 50 mL of ether) followed by palladium(II) acetate (0.08 g) and the resulting reaction mixture was warmed to −25° C. when effervescence was observed. The reaction mixture was then filtered through a plug of silica and the filtrate was evaporated to afford a dark brown re... Reaction conditions: temperature -25 celsius.